From a dataset of the Open Reaction Database (ORD), a public repository of structured organic reaction records. describe an organic reaction: reactants, conditions, products, and yield The reactants are ClC=1C=C(C=CC1)C1(CCNCC1)O (4-(3-Chloro-phenyl)-piperidin-4-ol), ClC1=NC2=C(N1)C=C(C=C2)C(F)(F)F (2-chloro-6-trifluoromethyl-1H-benzoimidazole). Product: ClC=1C=C(C=CC1)C1(CCN(CC1)C1=NC2=C(N1)C=C(C=C2)C(F)(F)F)O (4-(3-Chloro-phenyl)-1-(6-trifluoromethyl-1H-benzoimidazol-2-yl)-piperidin-4-ol). RXN SMILES: [Cl:1][C:2]1[CH:3]=[C:4]([C:8]2([OH:14])[CH2:13][CH2:12][NH:11][CH2:10][CH2:9]2)[CH:5]=[CH:6][CH:7]=1.Cl[C:16]1[NH:20][C:19]2[CH:21]=[C:22]([C:25]([F:28])([F:27])[F:26])[CH:23]=[CH:24][C:18]=2[N:17]=1>>[Cl:1][C:2]1[CH:3]=[C:4]([C:8]2([OH:14])[CH2:13][CH2:12][N:11]([C:16]3[NH:20][C:19]4[CH:21]=[C:22]([C:25]([F:28])([F:27])[F:26])[CH:23]=[CH:24][C:18]=4[N:17]=3)[CH2:10][CH2:9]2)[CH:5]=[CH:6][CH:7]=1. Procedure details: 4-(3-Chloro-phenyl)-piperidin-4-ol (0.25 g, 1.18 mmol, Aldrich) reacted with 2-chloro-6-trifluoromethyl-1H-benzoimidazole (0.26 g, 1.18 mmol, Example 1c) under the conditions of Example 94d to give the title compound as a white solid. M.p. 246.7-247.4° C. MS (ESI, pos. ion) m/z: 424 (M+1). The reactants are BrC1=CC(=C(C=O)C(=C1)F)F (4-bromo-2,6-difluorobenzaldehyde), NCC1=CC=C(C#N)C=C1 (4-aminomethyl benzonitrile), C(C)O.O1CCOCC1 (ethanol dioxane). Product: BrC1=CC(=C(C(=C1)F)C(C(=O)NCC1=CC=C(C=C1)C#N)OCC)F ((RS)-2-(4-bromo-2,6-difluoro-phenyl)-N-(4-cyano-benzyl)-2-ethoxy-acetamide). As a reaction SMILES: [Br:1][C:2]1[CH:9]=[C:8]([F:10])[C:5](C=O)=[C:4]([F:11])[CH:3]=1.[NH2:12][CH2:13][C:14]1[CH:21]=[CH:20][C:17]([C:18]#[N:19])=[CH:16][CH:15]=1.C(O)C.[O:25]1[CH2:30][CH2:29][O:28][CH2:27][CH2:26]1>>[Br:1][C:2]1[CH:9]=[C:8]([F:10])[C:5]([CH:29]([O:28][CH2:27][CH3:26])[C:30]([NH:19][CH2:18][C:17]2[CH:20]=[CH:21][C:14]([C:13]#[N:12])=[CH:15][CH:16]=2)=[O:25])=[C:4]([F:11])[CH:3]=1 |f:2.3|. Procedure details: The crude 4-bromo-2,6-difluorobenzaldehyde described in example 69.1 was reacted according to general procedure A using ethanol/dioxane as a solvent. The product of this reaction was subsequently coupled with 4-aminomethyl benzonitrile according to general procedure B to give (RS)-2-(4-bromo-2,6-difluoro-phenyl)-N-(4-cyano-benzyl)-2-ethoxy-acetamide. Yellow oil. Reactants: C(C)(C)(C)OC(N(C)[C@H]1CN(CC1)C1=C(C=C(C=C1)N1C(C2=CC=C(C=C2CC1)O)=O)F)=O ({(R)-1-[2-fluoro-4-(6-hydroxy-1-oxo-3,4-dihydro-1H-isoquinolin-2-yl)-phenyl]-pyrrolidin-3-yl}-methyl-carbamic acid tert-butyl ester), amine, ClCC(=O)NC (2-chloro-N-methyl-acetamide), Cl (hydrogen chloride). Yields the product FC=1C=C(C=CC1N1C[C@@H](CC1)NC)N1C(C2=CC=C(C=C2CC1)OCC(=O)NC)=O (2-{2-[3-Fluoro-4-((R)-3-methylamino-pyrrolidin-1-yl)-phenyl]-1-oxo-1,2,3,4-tetrahydro-isoquinolin-6-yloxy}-N-methyl-acetamide). Reaction SMILES: C(O[C:6](=O)[N:7]([C@@H:9]1[CH2:13][CH2:12][N:11]([C:14]2[CH:19]=[CH:18][C:17]([N:20]3[CH2:29][CH2:28][C:27]4[C:22](=[CH:23][CH:24]=[C:25]([OH:30])[CH:26]=4)[C:21]3=[O:31])=[CH:16][C:15]=2[F:32])[CH2:10]1)C)(C)(C)C.Cl[CH2:35][C:36]([NH:38][CH3:39])=[O:37].Cl>>[F:32][C:15]1[CH:16]=[C:17]([N:20]2[CH2:29][CH2:28][C:27]3[C:22](=[CH:23][CH:24]=[C:25]([O:30][CH2:35][C:36]([NH:38][CH3:39])=[O:37])[CH:26]=3)[C:21]2=[O:31])[CH:18]=[CH:19][C:14]=1[N:11]1[CH2:12][CH2:13][C@@H:9]([NH:7][CH3:6])[CH2:10]1. Reported procedure: According to Method K, {(R)-1-[2-fluoro-4-(6-hydroxy-1-oxo-3,4-dihydro-1H-isoquinolin-2-yl)-phenyl]-pyrrolidin-3-yl}-methyl-carbamic acid tert-butyl ester was alkylated with 2-chloro-N-methyl-acetamide and the product was treated with hydrogen chloride (5 N in 2-propanol), releasing the amine. In this way the product was obtained with molecular weight 426.50 (C23H27FN4O3); MS (ESI): 427 (M+H+). The reactants are C(C1=CC=CC=C1)N1C[C@@H]([C@@H](CC1)C)N1COCC2=C1C1=C(N=C2)NC=C1 (rac-1-[(3R,4R)-1-Benzyl-4-methylpiperidin-3-yl]-1,2,4,7-tetrahydropyrrolo[3′,2′:5,6]pyrido[4,3-d][1,3]oxazine). Reagents/catalysts: Cl (hydrochloric acid), [C].[Pd] (palladium-carbon). Run in C(C)O (ethanol). Yields the product C[C@H]1[C@H](CNCC1)N1COCC2=C1C1=C(N=C2)NC=C1 (rac-1-[(3R,4R)-4-Methylpiperidin-3-yl]-1,2,4,7-tetrahydropyrrolo[3′,2′:5,6]pyrido[4,3-d][1,3]oxazine). Isolated yield 100.2%. As a reaction SMILES: C([N:8]1[CH2:13][CH2:12][C@@H:11]([CH3:14])[C@@H:10]([N:15]2[C:20]3[C:21]4[CH:27]=[CH:26][NH:25][C:22]=4[N:23]=[CH:24][C:19]=3[CH2:18][O:17][CH2:16]2)[CH2:9]1)C1C=CC=CC=1>C(O)C.Cl.[C].[Pd]>[CH3:14][C@@H:11]1[CH2:12][CH2:13][NH:8][CH2:9][C@@H:10]1[N:15]1[C:20]2[C:21]3[CH:27]=[CH:26][NH:25][C:22]=3[N:23]=[CH:24][C:19]=2[CH2:18][O:17][CH2:16]1 |f:3.4|. Reported procedure: rac-1-[(3R,4R)-1-Benzyl-4-methylpiperidin-3-yl]-1,2,4,7-tetrahydropyrrolo[3′,2′:5,6]pyrido[4,3-d][1,3]oxazine (28.2 mg, 0.0777 mmol) in ethanol was stirred with 5% palladium-carbon (30 mg) and concentrated hydrochloric acid (2 drops) at 50° C. for 2 hours under a hydrogen atmosphere. The reaction mixture was allowed to cool to room temperature and filtered, and the filtrate was concentrated under reduced pressure to give the title compound (21.2 mg, yield 100%). Reactants: FC1=CC=C(C=C1)N1C(=NC=C1C(=O)OCC)SCC1=C(C(=CC=C1F)F)F (Ethyl 1-(4-fluorophenyl)-2-((2,3,6-trifluorobenzyl)thio)-1H-imidazole-5-carboxylate), FC1=CC=C(C=C1)N1C(=NC(=C1C(=O)OCC)C)S (ethyl 1-(4-fluorophenyl)-2-mercapto-4-methyl-1H-imidazole-5-carboxylate), FC1=C(CBr)C(=CC=C1F)F (2,3,6-trifluorobenzyl bromide), C([O-])([O-])=O.[K+].[K+] (potassium carbonate). Run in CC(=O)C (acetone). The product is FC1=CC=C(C=C1)N1C(=NC(=C1C(=O)OCC)C)SCC1=C(C(=CC=C1F)F)F (Ethyl 1-(4-fluorophenyl)-4-methyl-2-((2,3,6-trifluorobenzyl)thio)-1H-imidazole-5-carboxylate). RXN SMILES: [F:1][C:2]1[CH:7]=[CH:6][C:5]([N:8]2[C:12]([C:13]([O:15][CH2:16][CH3:17])=[O:14])=[CH:11][N:10]=[C:9]2[S:18][CH2:19][C:20]2[C:25]([F:26])=[CH:24][CH:23]=[C:22]([F:27])[C:21]=2[F:28])=[CH:4][CH:3]=1.F[C:30]1C=CC(N2C(C(OCC)=O)=C(C)N=C2S)=CC=1.FC1C(F)=CC=C(F)C=1CBr.C(=O)([O-])[O-].[K+].[K+]>CC(C)=O>[F:1][C:2]1[CH:7]=[CH:6][C:5]([N:8]2[C:12]([C:13]([O:15][CH2:16][CH3:17])=[O:14])=[C:11]([CH3:30])[N:10]=[C:9]2[S:18][CH2:19][C:20]2[C:25]([F:26])=[CH:24][CH:23]=[C:22]([F:27])[C:21]=2[F:28])=[CH:4][CH:3]=1 |f:3.4.5|. Procedure details: Ethyl 1-(4-fluorophenyl)-4-methyl-2-((2,3,6-trifluorobenzyl)thio)-1H-imidazole-5-carboxylate (58) was prepared in a similar manner as that described for the synthesis of compound 10 using 1-(4-fluorophenyl)-2-mercapto-4-methyl-1H-imidazole-5-carboxylate (57) (500 mg, 1.78 mmol), 2,3,6-trifluorobenzyl bromide (560 mg, 2.49 mmol) and potassium carbonate (736 mg, 6 mmol) in acetone (18 mL). Starting materials: C(CC#C)O (3-butyn-1-ol), BrC1=C(C(=O)OC)C=CC=C1 (methyl 2-bromobenzoate), C1(=CC=CC=C1)P(C1=CC=CC=C1)C1=CC=CC=C1 (triphenylphosphine). The reagents and catalysts are [Cu]I (CuI), Cl[Pd]Cl (PdCl2). The solvent is C(C)NCC (diethylamine). Reaction conditions: time 5 minute. Yields the product OCCC#CC1=C(C(=O)OC)C=CC=C1 (Methyl 2-(4-hydroxybut-1-ynyl)benzoate). The yield is 64.0%. Reaction SMILES: Br[C:2]1[CH:11]=[CH:10][CH:9]=[CH:8][C:3]=1[C:4]([O:6][CH3:7])=[O:5].C1(P(C2C=CC=CC=2)C2C=CC=CC=2)C=CC=CC=1.[CH2:31]([OH:35])[CH2:32][C:33]#[CH:34]>Cl[Pd]Cl.[Cu]I.C(NCC)C>[OH:35][CH2:31][CH2:32][C:33]#[C:34][C:2]1[CH:11]=[CH:10][CH:9]=[CH:8][C:3]=1[C:4]([O:6][CH3:7])=[O:5]. Reported procedure: 50 ml (0.36 M) of methyl 2-bromobenzoate, 930 mg (3.56 mM) of triphenylphosphine and 316 mg (1.78 mM) of PdCl2 are added to 1200 ml of diethylamine in a 2000 ml reactor. After stirring at room temperature for 5 minutes, 27 ml (0.36 M) of 3-butyn-1-ol and 680 mg (3.56 mM) of CuI (1) are added. The reaction medium is then stirred at 20° C. for 120 hours, the solvent is then evaporated off and the residue obtained is then purified by chromatography on silica, using dichloromethane as eluent. After ... Reactants: CN1CCN(C(=O)Cc2ccc(Br)cc2)CC1, COc1ccc(CN(Cc2ccc(OC)cc2)c2ncc(-c3nc(N4CCOCC4)nc4c3CCN4)cn2)cc1, COc1ccc(CN(Cc2ccc(OC)cc2)c2ncc(-c3nc(N4CCOCC4)nc4c3CCN4c3ccc(CC(=O)N4CCN(C)CC4)cc3)cn2)cc1. The product is CN1CCN(C(=O)Cc2ccc(N3CCc4c(-c5cnc(N)nc5)nc(N5CCOCC5)nc43)cc2)CC1. RXN SMILES: [Br:41][c:42]1[cH:43][cH:44][c:45]([CH2:46][C:47]([N:48]2[CH2:49][CH2:50][N:51]([CH3:52])[CH2:53][CH2:54]2)=[O:55])[cH:56][cH:57]1.[CH3:1][O:2][c:3]1[cH:4][cH:5][c:6]([CH2:7][N:8]([CH2:9][c:10]2[cH:11][cH:12][c:13]([O:14][CH3:15])[cH:16][cH:17]2)[c:18]2[n:19][cH:20][c:21](-[c:22]3[c:23]4[c:27]([n:28][c:29]([N:30]5[CH2:31][CH2:32][O:33][CH2:34][CH2:35]5)[n:36]3)[NH:26][CH2:25][CH2:24]4)[cH:37][n:38]2)[cH:39][cH:40]1.[CH3:58][O:59][c:60]1[cH:61][cH:62][c:63]([CH2:64][N:65]([c:66]2[n:67][cH:68][c:69](-[c:72]3[c:73]4[c:74]([n:75][c:76]([N:78]5[CH2:79][CH2:80][O:81][CH2:82][CH2:83]5)[n:77]3)[N:84]([c:87]3[cH:88][cH:89][c:90]([CH2:93][C:94](=[O:95])[N:96]5[CH2:97][CH2:98][N:99]([CH3:102])[CH2:100][CH2:101]5)[cH:91][cH:92]3)[CH2:85][CH2:86]4)[cH:70][n:71]2)[CH2:103][c:104]2[cH:105][cH:106][c:107]([O:108][CH3:109])[cH:110][cH:111]2)[cH:112][cH:113]1>>[NH2:65][c:66]1[n:67][cH:68][c:69](-[c:72]2[c:73]3[c:74]([n:75][c:76]([N:78]4[CH2:79][CH2:80][O:81][CH2:82][CH2:83]4)[n:77]2)[N:84]([c:87]2[cH:88][cH:89][c:90]([CH2:93][C:94](=[O:95])[N:96]4[CH2:97][CH2:98][N:99]([CH3:102])[CH2:100][CH2:101]4)[cH:91][cH:92]2)[CH2:85][CH2:86]3)[cH:70][n:71]1. Reactants: BrC=1C=C2C(CC3(CCCCC3)OC2=CC1)=O (6-bromospiro[chroman-2,1′-cyclohexan]-4-one), ice water, C[Si](C)(C)N=C=N[Si](C)(C)C (bis-trimethylsilylcarbodiimide). Reagents/catalysts: Cl[Ti](Cl)(Cl)Cl (TiCl4). The solvent is C(Cl)Cl (DCM). Run at time 1 hour. Product: BrC=1C=C2C(CC3(CCCCC3)OC2=CC1)=NC#N (N-(6-bromospiro[chroman-2,1′-cyclohexane]-4-ylidene)cyanamide). Isolated yield 100.3%. Reaction SMILES: [Br:1][C:2]1[CH:3]=[C:4]2[C:14](=[CH:15][CH:16]=1)[O:13][C:7]1([CH2:12][CH2:11][CH2:10][CH2:9][CH2:8]1)[CH2:6][C:5]2=O.C[Si]([N:22]=[C:23]=[N:24][Si](C)(C)C)(C)C>C(Cl)Cl.Cl[Ti](Cl)(Cl)Cl>[Br:1][C:2]1[CH:3]=[C:4]2[C:14](=[CH:15][CH:16]=1)[O:13][C:7]1([CH2:12][CH2:11][CH2:10][CH2:9][CH2:8]1)[CH2:6][C:5]2=[N:24][C:23]#[N:22]. Reported procedure: To a solution of 6-bromospiro[chroman-2,1′-cyclohexan]-4-one (379 mg, 1.28 mmol) in anhydrous DCM (10 mL) was added TiCl4 (1 M solution in DCM, 2.6 mL, 2.6 mmol) dropwise within 15 min at rt. The mixture was stirred for another 1 h after the addition. To this mixture was added bis-trimethylsilylcarbodiimide (0.525 g, 0.63 mL, 2.82 mmol) dropwise. The resulting mixture was stirred for another 18 h after the addition. The reaction mixture was poured into ice-water (50 g) and extracted with DCM (3×... The reactants are O (water), BrC1=CC=C(C(C=O)=C1)O (5-bromo-salicylaldehyde), ClCC(C)=O (chloroacetone), C(=O)([O-])[O-].[Cs+].[Cs+] (Cs2CO3). Run in CN(C)C=O (DMF). Conditions: temperature 60 celsius. The product is C(C)(=O)C1=CC2=C(O1)C=CC(=C2)Br (2-acetyl-5-bromo benzo[b]furan). Isolated yield 69.5%. RXN SMILES: [Br:1][C:2]1[CH:9]=[C:6]([CH:7]=O)[C:5]([OH:10])=[CH:4][CH:3]=1.Cl[CH2:12][C:13](=[O:15])[CH3:14].C([O-])([O-])=O.[Cs+].[Cs+].O>CN(C=O)C>[C:13]([C:14]1[O:10][C:5]2[CH:4]=[CH:3][C:2]([Br:1])=[CH:9][C:6]=2[CH:7]=1)(=[O:15])[CH3:12] |f:2.3.4|. Procedure details: A mixture of 5.0 g (24.9 mmol) of 5-bromo-salicylaldehyde, 3.0 g (32.3 mmol, 2.6 mL) of chloroacetone and 12 g (37.2 mmol) of Cs2CO3 in 30 mL of dry DMF was heated to 60° C. overnight. After cooling at room temperature, water (100 mL) was added and the mixture was extracted with ethyl acetate. The organic layer was dried over MgSO4 and the solvents were removed under reduced pressure. The crude product was directly recrystallized from hexane to afford 4.14 g (17.3 mmol, yield: 70%) of 2-acetyl-5...